From a dataset of the Open Reaction Database (ORD), a public repository of structured organic reaction records. describe an organic reaction: reactants, conditions, products, and yield Starting materials: C(C1=CC=CC=C1)(=O)NC1=CC=C(OC2=CC=NC3=CC(=C(C=C23)OC)OCC[C@@H](C(=O)O)NC(=O)C(C)(C)C)C=C1 ((S)-4-[4-(4-benzoylamino-phenoxy)-6-methoxy-quinolin-7-yloxy]-2-tert-butylcarbonylamino-butyric acid), C(=O)(C(F)(F)F)O (TFA). The solvent is C(Cl)Cl (DCM). Run at time 6 hour. The product is N[C@H](C(=O)O)CCOC1=C(C=C2C(=CC=NC2=C1)OC1=CC=C(C=C1)NC(C1=CC=CC=C1)=O)OC ((S)-2-Amino-4-[4-(4-benzoylamino-phenoxy)-6-methoxy-quinolin-7-yloxy]-butyric acid). Yield: 111.9%. As a reaction SMILES: [C:1]([NH:9][C:10]1[CH:42]=[CH:41][C:13]([O:14][C:15]2[C:24]3[C:19](=[CH:20][C:21]([O:27][CH2:28][CH2:29][C@H:30]([NH:34]C(C(C)(C)C)=O)[C:31]([OH:33])=[O:32])=[C:22]([O:25][CH3:26])[CH:23]=3)[N:18]=[CH:17][CH:16]=2)=[CH:12][CH:11]=1)(=[O:8])[C:2]1[CH:7]=[CH:6][CH:5]=[CH:4][CH:3]=1.C(O)(C(F)(F)F)=O>C(Cl)Cl>[NH2:34][C@@H:30]([CH2:29][CH2:28][O:27][C:21]1[CH:20]=[C:19]2[C:24]([C:15]([O:14][C:13]3[CH:41]=[CH:42][C:10]([NH:9][C:1](=[O:8])[C:2]4[CH:3]=[CH:4][CH:5]=[CH:6][CH:7]=4)=[CH:11][CH:12]=3)=[CH:16][CH:17]=[N:18]2)=[CH:23][C:22]=1[O:25][CH3:26])[C:31]([OH:33])=[O:32]. Procedure: To a solution of (S)-4-[4-(4-benzoylamino-phenoxy)-6-methoxy-quinolin-7-yloxy]-2-tert-butylcarbonylamino-butyric acid (6.5 mg, 0.011 mmol) in DCM (1 ml) was added TFA (1 ml). The reaction was allowed to stir for 6 hours and then evaporated under reduced pressure to afford the title compound as an off-white solid (6.0 mg, 90% yield). The reactants are CCC[N+](CCC)(CCC)CCC, C[N+]1([O-])CCOCC1, CCC[N+](CCC)(CCC)CCC, CCC(=C(F)CO)c1cc2c(c(Cl)c1OC(C)C)OC(C)(C)C=C2C(C)C, O=[Ru](=O)(=O)[O-]. The product is CCC(=C(F)C=O)c1cc2c(c(Cl)c1OC(C)C)OC(C)(C)C=C2C(C)C. As a reaction SMILES: [CH3:28][CH2:29][CH2:30][N+:31]([CH2:32][CH2:33][CH3:34])([CH2:35][CH2:36][CH3:37])[CH2:38][CH2:39][CH3:40].[CH3:41][N+:42]1([O-:43])[CH2:44][CH2:45][O:46][CH2:47][CH2:48]1.[CH3:49][CH2:50][CH2:51][N+:52]([CH2:53][CH2:54][CH3:55])([CH2:56][CH2:57][CH3:58])[CH2:59][CH2:60][CH3:61].[Cl:1][c:2]1[c:3]([O:24][CH:25]([CH3:26])[CH3:27])[c:4]([C:17](=[C:18]([CH2:19][OH:20])[F:21])[CH2:22][CH3:23])[cH:5][c:6]2[c:11]1[O:10][C:9]([CH3:12])([CH3:13])[CH:8]=[C:7]2[CH:14]([CH3:15])[CH3:16].[O:62]=[Ru:63](=[O:64])([O-:65])=[O:66]>>[Cl:1][c:2]1[c:3]([O:24][CH:25]([CH3:26])[CH3:27])[c:4]([C:17](=[C:18]([CH:19]=[O:20])[F:21])[CH2:22][CH3:23])[cH:5][c:6]2[c:11]1[O:10][C:9]([CH3:12])([CH3:13])[CH:8]=[C:7]2[CH:14]([CH3:15])[CH3:16]. Reactants: C(#N)C1=CN=C(S1)NC(=O)C12CC3CC(CC(C1)C3)C2 (Adamantane-1-carboxylic acid (5-cyano-1,3-thiazol-2-yl)-amide), CC(C)([O-])C.[K+] (potassium tert-butoxide), COCCBr (2-bromoethyl methyl ether). The solvent is O1CCCC1.CN(C=O)C (N,N-dimethylformamide tetrahydrofuran). Reaction conditions: temperature 80 celsius, time 16 hour. Product: C(#N)C1=CN(/C(/S1)=N/C(=O)C12CC3CC(CC(C1)C3)C2)CCOC (N-[(2Z)-5-cyano-3-(2-methoxyethyl)-1,3-thiazol-2(3H)-ylidene]adamantane-1-carboxamide). RXN SMILES: [C:1]([C:3]1[S:7][C:6]([NH:8][C:9]([C:11]23[CH2:20][CH:15]4[CH2:16][CH:17]([CH2:19][CH:13]([CH2:14]4)[CH2:12]2)[CH2:18]3)=[O:10])=[N:5][CH:4]=1)#[N:2].CC(C)([O-])C.[K+].[CH3:27][O:28][CH2:29][CH2:30]Br>O1CCCC1.CN(C)C=O>[C:1]([C:3]1[S:7]/[C:6](=[N:8]\[C:9]([C:11]23[CH2:20][CH:15]4[CH2:16][CH:17]([CH2:19][CH:13]([CH2:14]4)[CH2:12]2)[CH2:18]3)=[O:10])/[N:5]([CH2:30][CH2:29][O:28][CH3:27])[CH:4]=1)#[N:2] |f:1.2,4.5|. Reported procedure: To a solution of Example 183B (240 mg, 0.84 mmol) in N,N-dimethylformamide tetrahydrofuran (1:4, 10 mL) were added a solution of potassium tert-butoxide (Aldrich, 133 mg, 1.2 mmol) and commercially available, 2-bromoethyl methyl ether (Aldrich, 104 μL, 1.2 mmol). The reaction mixture was stirred at 80° C. for 16 hours, cooled to room temperature, quenched with saturated aqueous NaHCO3 (10 mL) and extracted with ethyl acetate (3×10 mL,). The combined organic extracts were dried over anhydrous Na2... The reactants are C(C)N1CCN(CC1)C1=NC(=CC2=CC=CC=C12)C1=CC=C(C=C1)C(NCCOCC1=CC=CC=C1)=O (1-(4-ethylpiperazin-1-yl)-3-{4-[N-(2-benzyloxyethyl)carbamoyl]phenyl}isoquinoline), Cl (hydrochloride), Cl (hydrochloride). Reagents/catalysts: [Pd] (palladium/carbon). Run in CO (methanol). Conditions: time 2 day. Product: Cl.Cl.C(C)N1CCN(CC1)C1=NC(=CC2=CC=CC=C12)C1=CC=C(C=C1)C(NCCO)=O (1-(4-ethylpiperazin-1-yl)-3-{4-[N-(2-hydroxyethyl)carbamoyl]phenyl}isoquinoline dihydrochloride). As a reaction SMILES: [CH2:1]([N:3]1[CH2:8][CH2:7][N:6]([C:9]2[C:18]3[C:13](=[CH:14][CH:15]=[CH:16][CH:17]=3)[CH:12]=[C:11]([C:19]3[CH:24]=[CH:23][C:22]([C:25](=[O:37])[NH:26][CH2:27][CH2:28][O:29]CC4C=CC=CC=4)=[CH:21][CH:20]=3)[N:10]=2)[CH2:5][CH2:4]1)[CH3:2].[ClH:38]>CO.[Pd]>[ClH:38].[ClH:38].[CH2:1]([N:3]1[CH2:8][CH2:7][N:6]([C:9]2[C:18]3[C:13](=[CH:14][CH:15]=[CH:16][CH:17]=3)[CH:12]=[C:11]([C:19]3[CH:24]=[CH:23][C:22]([C:25](=[O:37])[NH:26][CH2:27][CH2:28][OH:29])=[CH:21][CH:20]=3)[N:10]=2)[CH2:5][CH2:4]1)[CH3:2] |f:4.5.6|. Procedure details: The resulting 1-(4-ethylpiperazin-1-yl)-3-{4-[N-(2-benzyloxyethyl)carbamoyl]phenyl}isoquinoline (0.17 g) was converted into a hydrochloride in a conventional manner. The resulting hydrochloride was dissolved in methanol (10 ml), followed by the addition of 10% palladium/carbon catalyst (0.03 g), and the catalytic reduction was conducted at atmospheric pressure for 2 days. The catalyst was filtered off, and the solvent was evaporated. Water was added to the resulting residue, to which was then ad... Reactants: O=C(Cl)c1cccnc1, Cl, COc1cc(C(=O)C=Cc2c[nH]c3ccccc23)cc(OC)c1OC. The product is COc1cc(C(=O)C=Cc2cn(C(=O)c3cccnc3)c3ccccc23)cc(OC)c1OC. Reaction SMILES: [C:27]([c:28]1[cH:29][n:30][cH:31][cH:32][cH:33]1)(=[O:34])[Cl:35].[ClH:26].[nH:1]1[cH:2][c:3]([CH:10]=[CH:11][C:12](=[O:13])[c:14]2[cH:15][c:16]([O:24][CH3:25])[c:17]([O:22][CH3:23])[c:18]([O:20][CH3:21])[cH:19]2)[c:4]2[cH:5][cH:6][cH:7][cH:8][c:9]12>>[n:1]1([C:27]([c:28]2[cH:29][n:30][cH:31][cH:32][cH:33]2)=[O:34])[cH:2][c:3]([CH:10]=[CH:11][C:12](=[O:13])[c:14]2[cH:15][c:16]([O:24][CH3:25])[c:17]([O:22][CH3:23])[c:18]([O:20][CH3:21])[cH:19]2)[c:4]2[cH:5][cH:6][cH:7][cH:8][c:9]12.